From a dataset of the Open Reaction Database (ORD), a public repository of structured organic reaction records. describe an organic reaction: reactants, conditions, products, and yield Starting materials: N[C@@H]1CC[C@H](CC1)NC=1C=C(C=2N(N1)C(=CN2)C(=O)NC2=CC(=NC=C2)Cl)N(CC2=CC=C(C=C2)OC)C2CC2 (6-((trans)-4-aminocyclohexylamino)-N-(2-chloropyridin-4-yl)-8-(cyclopropyl(4-methoxybenzyl)amino)imidazo[1,2-b]pyridazine-3-carboxamide), C(=O)(C(F)(F)F)O (TFA). The solvent is CO (MeOH), CN1CCCC1=O (NMP). Run at temperature 100 celsius. The product is N[C@@H]1CC[C@H](CC1)NC=1C=C(C=2N(N1)C(=CN2)C(=O)NC2=CC(=NC=C2)Cl)NC2CC2 (6-((trans)-4-aminocyclohexylamino)-N-(2-chloropyridin-4-yl)-8-(cyclopropylamino)imidazo[1,2-b]pyridazine-3-carboxamide). Isolated yield 52.4%. As a reaction SMILES: [NH2:1][C@H:2]1[CH2:7][CH2:6][C@H:5]([NH:8][C:9]2[CH:10]=[C:11]([N:28]([CH:38]3[CH2:40][CH2:39]3)CC3C=CC(OC)=CC=3)[C:12]3[N:13]([C:15]([C:18]([NH:20][C:21]4[CH:26]=[CH:25][N:24]=[C:23]([Cl:27])[CH:22]=4)=[O:19])=[CH:16][N:17]=3)[N:14]=2)[CH2:4][CH2:3]1.C(O)(C(F)(F)F)=O>CN1C(=O)CCC1.CO>[NH2:1][C@H:2]1[CH2:3][CH2:4][C@H:5]([NH:8][C:9]2[CH:10]=[C:11]([NH:28][CH:38]3[CH2:39][CH2:40]3)[C:12]3[N:13]([C:15]([C:18]([NH:20][C:21]4[CH:26]=[CH:25][N:24]=[C:23]([Cl:27])[CH:22]=4)=[O:19])=[CH:16][N:17]=3)[N:14]=2)[CH2:6][CH2:7]1. Procedure details: To 23C (0.464 mmol, 260 mg) in NMP (2 mL) was added TFA (0.2 mL). The resulting reaction mixture was heated at 100° C. for 24 hrs. The reaction mixture was diluted with MeOH and purified by HPLC Phenomenex Axia Luna 5 micron 30×100 mm) with 20% to 100% MeOH (0.1% TFA) in water (0.1% TFA) to isolate 6-((trans)-4-aminocyclohexylamino)-N-(2-chloropyridin-4-yl)-8-(cyclopropylamino)imidazo[1,2-b]pyridazine-3-carboxamide (107 mg, 0.243 mmol, 52.3% yield) as white solid. LC/MS (Phenomenex Luna 5 micron... Starting materials: CNC(=O)ON=C(C)SC, CCOP(=S)(NC(C)C)OCC, O=S(Cl)Cl, c1ccncc1. Product: CCOP(=S)(OCC)N(C(C)C)S(=O)CNC(=O)ON=C(C)SC. Reaction SMILES: [CH3:1][NH:2][C:3](=[O:4])[O:5][N:6]=[C:7]([CH3:8])[S:9][CH3:10].[CH:15]([CH3:16])([CH3:17])[NH:18][P:19]([O:20][CH2:21][CH3:22])([O:23][CH2:24][CH3:25])=[S:26].[S:11](=[O:12])([Cl:13])[Cl:14].[cH:27]1[cH:28][cH:29][n:30][cH:31][cH:32]1>>[CH2:1]([NH:2][C:3](=[O:4])[O:5][N:6]=[C:7]([CH3:8])[S:9][CH3:10])[S:11](=[O:12])[N:18]([CH:15]([CH3:16])[CH3:17])[P:19]([O:20][CH2:21][CH3:22])([O:23][CH2:24][CH3:25])=[S:26]. The reactants are C(C)(C)(C)OC(=O)NC(COCC(=O)O)(C)C ((2-tert Butoxycarbonylamino-2-methylpropoxy)acetic acid), CN(C([C@@H](CC1=CC2=CC=CC=C2C=C1)NC)=O)[C@H](CC1=CC=CC=C1)C(NCC1OCCC1)=O ((2R)-N-Methyl-2-methylamino-3-(2-naphthyl)-N-((1R)-2-phenyl-1-(((tetrahydrofuran-2-yl)methyl)carbamoyl)ethyl)propionamide), C(C)(C)N(CC)C(C)C (diisopropylethylamine), ON1N=NC2=C1N=CC=C2 (1-Hydroxy-7-azabenzotriazole), Cl.CN(CCCN=C=NCC)C (N-(3-dimethylaminopropyl)-N'-ethylcarbodiimide hydrochloride). Solvent: C(Cl)Cl (methylene chloride), C(Cl)Cl (Methylene chloride). Conditions: time 15 minute. Product: C(C)(C)(C)OC(NC(COCC(N([C@H](CC1=CC2=CC=CC=C2C=C1)C(N([C@H](CC1=CC=CC=C1)C(NCC1OCCC1)=O)C)=O)C)=O)(C)C)=O ((1,1-dimethyl-2-((N-methyl-N-((1R)-1-(N-methyl-N-((1R)-2-phenyl-1-((tetrahydrofuran-2-ylmethyl)carbamoyl)ethyl)-carbamoyl)-2-(2-naphthyl)ethyl)carbamoyl)methoxy)ethyl)carbamic acid tert-butyl ester). Isolated yield 78.9%. As a reaction SMILES: [C:1]([O:5][C:6]([NH:8][C:9]([CH3:17])([CH3:16])[CH2:10][O:11][CH2:12][C:13]([OH:15])=O)=[O:7])([CH3:4])([CH3:3])[CH3:2].ON1C2N=CC=CC=2N=N1.Cl.CN(C)CCCN=C=NCC.[CH3:40][N:41]([C@@H:58]([C:66](=[O:74])[NH:67][CH2:68][CH:69]1[CH2:73][CH2:72][CH2:71][O:70]1)[CH2:59][C:60]1[CH:65]=[CH:64][CH:63]=[CH:62][CH:61]=1)[C:42](=[O:57])[C@H:43]([NH:55][CH3:56])[CH2:44][C:45]1[CH:54]=[CH:53][C:52]2[C:47](=[CH:48][CH:49]=[CH:50][CH:51]=2)[CH:46]=1.C(N(C(C)C)CC)(C)C>C(Cl)Cl>[C:1]([O:5][C:6](=[O:7])[NH:8][C:9]([CH3:17])([CH3:16])[CH2:10][O:11][CH2:12][C:13](=[O:15])[N:55]([CH3:56])[C@@H:43]([C:42](=[O:57])[N:41]([CH3:40])[C@@H:58]([C:66](=[O:74])[NH:67][CH2:68][CH:69]1[CH2:73][CH2:72][CH2:71][O:70]1)[CH2:59][C:60]1[CH:61]=[CH:62][CH:63]=[CH:64][CH:65]=1)[CH2:44][C:45]1[CH:54]=[CH:53][C:52]2[C:47](=[CH:48][CH:49]=[CH:50][CH:51]=2)[CH:46]=1)([CH3:2])([CH3:3])[CH3:4] |f:2.3|. Procedure: (2-tert Butoxycarbonylamino-2-methylpropoxy)acetic acid (0.5 g; 2.06 mmol) was dissolved in methylene chloride (10 mL). 1-Hydroxy-7-azabenzotriazole (0.2 g; 1.51 mmol) and N-(3-dimethylaminopropyl)-N'-ethylcarbodiimide hydrochloride (0.30 g; 1.58 mmol) were added. The reaction mixture was stirred for 15 min at room temperature. (2R)-N-Methyl-2-methylamino-3-(2-naphthyl)-N-((1R)-2-phenyl-1-(((tetrahydrofuran-2-yl)methyl)carbamoyl)ethyl)propionamide (0.65 g; 1.37 mmol) and diisopropylethylamine (0... Starting materials: ClC1=CC2=C(C3=C(CN=C2C2=C(C=CC=C2)F)C=NC(=N3)O)C=C1 (9-chloro-7-(2-fluorophenyl)-5H-pyrimido[5,4-d][2]benzazepin-2-ol), P(=O)(Cl)(Cl)Cl (phosphorous oxychloride). The product is ClC=1N=CC=2CN=C(C3=C(C2N1)C=CC(=C3)Cl)C3=C(C=CC=C3)F (2,9-dichloro-7-(2-fluorophenyl)-5H-pyrimido[5,4-d][2]benzazepine). Reaction SMILES: [Cl:1][C:2]1[CH:24]=[CH:23][C:5]2[C:6]3[N:21]=[C:20](O)[N:19]=[CH:18][C:7]=3[CH2:8][N:9]=[C:10]([C:11]3[CH:16]=[CH:15][CH:14]=[CH:13][C:12]=3[F:17])[C:4]=2[CH:3]=1.P(Cl)(Cl)([Cl:27])=O>>[Cl:27][C:20]1[N:19]=[CH:18][C:7]2[CH2:8][N:9]=[C:10]([C:11]3[CH:16]=[CH:15][CH:14]=[CH:13][C:12]=3[F:17])[C:4]3[CH:3]=[C:2]([Cl:1])[CH:24]=[CH:23][C:5]=3[C:6]=2[N:21]=1. Procedure details: A solution of 1.0 g (0.00294 mol) of 9-chloro-7-(2-fluorophenyl)-5H-pyrimido[5,4-d][2]benzazepin-2-ol in 5 ml of phosphorous oxychloride was heated on the steam bath for 4 hr, and evaporated to dryness. The solid was crystallized from dichloromethane/ether, and the precipitate was partitioned between 50 ml of dichloromethane and 40 ml of saturated solution of sodium bicarbonate. The organic layer was dried, evaporated and crystallized from ether. Recrystallization from dichloromethane/ether gave...